Dataset: the Open Reaction Database (ORD), a public repository of structured organic reaction records. Task: describe an organic reaction: reactants, conditions, products, and yield Reported procedure: 3-Hydroxy-5,6,7,8-tetrahydro-1,4-phenanthrenequinone (8.4 g, 37 mM) was dissolved in 70 ml of DMSO, and 560 g (75 mM) of LiH was gradually added thereto. The reaction solution was stirred, and after confirming no further production of hydrogen, was additionally stirred for another 30 min. Then, 12.0 g (80 mM) of prenyl bromide (1-bromo-3-methyl-2-butene) and 3.35 g (0.025 M) of LiI were gradually added thereto. The reaction solution was heated to 45° C. and then stirred vigorously for 12 hours a... Solvent: CCOC(=O)C (EtOAc), O (water), CS(=O)C (DMSO). The product is C(C=C(C)C)C=1C(C2=CC=C3CCCCC3=C2C(C1OCC=C(C)C)=O)=O (2-Prenyl-3-prenyloxy-5,6,7,8-tetrahydro-1,4-phenanthrenequinone). Yield: 27.0%. Reaction conditions: temperature 45 celsius. Reactants: C(C=C(C)C)Br (prenyl bromide), [Li+].[I-] (LiI), [H-].[Li+] (LiH), OC1=CC(C2=CC=C3CCCCC3=C2C1=O)=O (3-Hydroxy-5,6,7,8-tetrahydro-1,4-phenanthrenequinone), [H][H] (hydrogen), Cl (HCl). Reaction SMILES: [OH:1][C:2]1[C:15](=[O:16])[C:14]2[C:5](=[CH:6][CH:7]=[C:8]3[C:13]=2[CH2:12][CH2:11][CH2:10][CH2:9]3)[C:4](=[O:17])[CH:3]=1.[H-].[Li+].[H][H].[CH2:22](Br)[CH:23]=[C:24]([CH3:26])[CH3:25].[Li+].[I-].Cl>CS(C)=O.CCOC(C)=O.O>[CH2:22]([C:3]1[C:4](=[O:17])[C:5]2[C:14]([C:15](=[O:16])[C:2]=1[O:1][CH2:3][CH:4]=[C:5]([CH3:14])[CH3:6])=[C:13]1[C:8]([CH2:9][CH2:10][CH2:11][CH2:12]1)=[CH:7][CH:6]=2)[CH:23]=[C:24]([CH3:26])[CH3:25] |f:1.2,5.6|. Reactants: BrCC1=C(C=C(C(=C1)F)F)C=1C=CC(=NC1)C(=O)NCCC(=O)OCC (Ethyl 3-(5-(2-(bromomethyl)-4,5-difluorophenyl)picolinamido)propanoate), ClC1=CC=C(C=C1)C1=CC=C(C=C1)N (4′-chloro-[1,1′-biphenyl]-4-amine), C(=O)([O-])[O-].[K+].[K+] (K2CO3). Run in CN(C)C=O (DMF). The product is ClC1=CC=C(C=C1)C1=CC=C(C=C1)NCC1=C(C=C(C(=C1)F)F)C=1C=CC(=NC1)C(=O)NCCC(=O)OCC (ethyl 3-(5-(2-(((4′-chloro-[1,1′-biphenyl]-4-yl)amino)methyl)-4,5-difluorophenyl)picolinamido)propanoate). RXN SMILES: Br[CH2:2][C:3]1[CH:8]=[C:7]([F:9])[C:6]([F:10])=[CH:5][C:4]=1[C:11]1[CH:12]=[CH:13][C:14]([C:17]([NH:19][CH2:20][CH2:21][C:22]([O:24][CH2:25][CH3:26])=[O:23])=[O:18])=[N:15][CH:16]=1.[Cl:27][C:28]1[CH:33]=[CH:32][C:31]([C:34]2[CH:39]=[CH:38][C:37]([NH2:40])=[CH:36][CH:35]=2)=[CH:30][CH:29]=1.C([O-])([O-])=O.[K+].[K+]>CN(C=O)C>[Cl:27][C:28]1[CH:29]=[CH:30][C:31]([C:34]2[CH:39]=[CH:38][C:37]([NH:40][CH2:2][C:3]3[CH:8]=[C:7]([F:9])[C:6]([F:10])=[CH:5][C:4]=3[C:11]3[CH:12]=[CH:13][C:14]([C:17]([NH:19][CH2:20][CH2:21][C:22]([O:24][CH2:25][CH3:26])=[O:23])=[O:18])=[N:15][CH:16]=3)=[CH:36][CH:35]=2)=[CH:32][CH:33]=1 |f:2.3.4|. Procedure: Ethyl 3-(5-(2-(bromomethyl)-4,5-difluorophenyl)picolinamido)propanoate (115 mg, 0.27 mmol), 4′-chloro-[1,1′-biphenyl]-4-amine (110 mg, 0.54 mmol), and K2CO3 (74 mg, 0.54 mmol) were diluted with DMF (0.3 mL) and the resulting mixture was stirred at room temperature. After 2 h the resulting mixture directly purified via column chromatography to yield the title compound.